This data is from the Open Reaction Database (ORD), a public repository of structured organic reaction records. The task is: describe an organic reaction: reactants, conditions, products, and yield Reactants: CN(C)C=O, BrCC1CC1, O=C(c1cc2cc(C(=O)N3CCCC3CN3CCCC3)ccc2[nH]1)N1CCC(F)(F)CC1, [H-], [Na+]. Product: O=C(c1cc2cc(C(=O)N3CCCC3CN3CCCC3)ccc2n1CC1CC1)N1CCC(F)(F)CC1. Reaction SMILES: [CH3:40][N:41]([CH3:42])[CH:43]=[O:44].[CH:35]1([CH2:38][Br:39])[CH2:36][CH2:37]1.[F:1][C:2]1([F:32])[CH2:3][CH2:4][N:5]([C:8](=[O:9])[c:10]2[nH:11][c:12]3[cH:13][cH:14][c:15]([C:19](=[O:20])[N:21]4[CH:22]([CH2:26][N:27]5[CH2:28][CH2:29][CH2:30][CH2:31]5)[CH2:23][CH2:24][CH2:25]4)[cH:16][c:17]3[cH:18]2)[CH2:6][CH2:7]1.[H-:33].[Na+:34]>>[F:1][C:2]1([F:32])[CH2:3][CH2:4][N:5]([C:8](=[O:9])[c:10]2[n:11]([CH2:38][CH:35]3[CH2:36][CH2:37]3)[c:12]3[cH:13][cH:14][c:15]([C:19](=[O:20])[N:21]4[CH:22]([CH2:26][N:27]5[CH2:28][CH2:29][CH2:30][CH2:31]5)[CH2:23][CH2:24][CH2:25]4)[cH:16][c:17]3[cH:18]2)[CH2:6][CH2:7]1.